Task: describe an organic reaction: reactants, conditions, products, and yield. Dataset: the Open Reaction Database (ORD), a public repository of structured organic reaction records Reactants: CC(=O)Nc1nc(C(=O)Nc2ccc(N)cc2)cs1, COCCO, Cl, N#CN. The product is CC(=O)Nc1nc(C(=O)Nc2ccc(NC(=N)N)cc2)cs1. As a reaction SMILES: [C:2]([CH3:3])(=[O:4])[NH:5][c:6]1[s:7][cH:8][c:9]([C:11](=[O:12])[NH:13][c:14]2[cH:15][cH:16][c:17]([NH2:20])[cH:18][cH:19]2)[n:10]1.[CH3:24][O:25][CH2:26][CH2:27][OH:28].[ClH:1].[NH2:21][C:22]#[N:23]>>[C:2]([CH3:3])(=[O:4])[NH:5][c:6]1[s:7][cH:8][c:9]([C:11](=[O:12])[NH:13][c:14]2[cH:15][cH:16][c:17]([NH:20][C:22](=[NH:21])[NH2:23])[cH:18][cH:19]2)[n:10]1.